Dataset: the Open Reaction Database (ORD), a public repository of structured organic reaction records. Task: describe an organic reaction: reactants, conditions, products, and yield The reactants are C(C)(=O)OCCOC1=C(C=C2C(=NC=NC2=C1)NC1=C(C=C(C(=C1)OCC1=CC=CC=C1)C)F)OC (7-(2-acetoxyethoxy)-4-(5-benzyloxy-2-fluoro-4-methylanilino)-6-methoxyquinazoline), [H][H] (hydrogen). The reagents and catalysts are [Pd] (palladium-on-charcoal). The solvent is C(C)(=O)OCC (ethyl acetate). Yields the product C(C)(=O)OCCOC1=C(C=C2C(=NC=NC2=C1)NC1=C(C=C(C(=C1)O)C)F)OC (7-(2-acetoxyethoxy)-4-(2-fluoro-5-hydroxy4-methylanilino)-6-methoxyquinazoline). Yield: 14.8%. As a reaction SMILES: [C:1]([O:4][CH2:5][CH2:6][O:7][C:8]1[CH:17]=[C:16]2[C:11]([C:12]([NH:18][C:19]3[CH:24]=[C:23]([O:25]CC4C=CC=CC=4)[C:22]([CH3:33])=[CH:21][C:20]=3[F:34])=[N:13][CH:14]=[N:15]2)=[CH:10][C:9]=1[O:35][CH3:36])(=[O:3])[CH3:2].[H][H]>[Pd].C(OCC)(=O)C>[C:1]([O:4][CH2:5][CH2:6][O:7][C:8]1[CH:17]=[C:16]2[C:11]([C:12]([NH:18][C:19]3[CH:24]=[C:23]([OH:25])[C:22]([CH3:33])=[CH:21][C:20]=3[F:34])=[N:13][CH:14]=[N:15]2)=[CH:10][C:9]=1[O:35][CH3:36])(=[O:3])[CH3:2]. Procedure: A mixture of 7-(2-acetoxyethoxy)-4-(5-benzyloxy-2-fluoro-4-methylanilino)-6-methoxyquinazoline (133 mg, 0.27 mmol) and 10% palladium-on-charcoal catalyst (50 mg) in ethyl acetate (8 ml) was stirred under 1 atmosphere of hydrogen at ambient temperature for 18 hours. The catalyst was removed by filtration through diatomaceous earth and most of the solvent removed by evaporation and hexane added to the residue. The resulting precipitated product was collected by filtration and dried to give 7-(2-ac... The reactants are [H-].[Na+] (Sodium hydride), N1C(=NC=C1)CC1=CNC2=CC=CC=C12 (3-(1-Imidazolylmethyl)indole), ClCCC(=O)NC1=CC=CC=C1 (3-chloropropionanilide). Solvent: CN(C=O)C (N,N-dimethylformamide), CN(C=O)C (N,N-dimethylformamide). Reaction conditions: time 18 hour. Yields the product C1(=CC=CC=C1)NC(=O)CCN1C=C(C2=CC=CC=C12)CC=1NC=CN1 (1-[2-(N-phenylcarbamoyl)ethyl]-3-(1-imidazolylmethyl)indole). Isolated yield 35.0%. As a reaction SMILES: [NH:1]1[CH:5]=[CH:4][N:3]=[C:2]1[CH2:6][C:7]1[C:15]2[C:10](=[CH:11][CH:12]=[CH:13][CH:14]=2)[NH:9][CH:8]=1.[H-].[Na+].Cl[CH2:19][CH2:20][C:21]([NH:23][C:24]1[CH:29]=[CH:28][CH:27]=[CH:26][CH:25]=1)=[O:22]>CN(C)C=O>[C:24]1([NH:23][C:21]([CH2:20][CH2:19][N:9]2[C:10]3[C:15](=[CH:14][CH:13]=[CH:12][CH:11]=3)[C:7]([CH2:6][C:2]3[NH:3][CH:4]=[CH:5][N:1]=3)=[CH:8]2)=[O:22])[CH:29]=[CH:28][CH:27]=[CH:26][CH:25]=1 |f:1.2|. Reported procedure: 3-(1-Imidazolylmethyl)indole (1.97 g) was dissolved in dry N,N-dimethylformamide (50 ml) and the solution was cooled to °C. Sodium hydride (0.55 g of 50% dispersion in oil) was added portionwise with stirring and the mixture was stirred at 0° C. for 30 minutes. A solution of 3-chloropropionanilide (1.83 g) in dry N,N-dimethylformamide was added dropwise with stirring and the resulting mixture was stirred at 0° C. for 2 hours followed by 18 hours at room temperature. The mixture was evaporated an... Starting materials: C1(CC1)C1=CC(=NN1)NC1=CC=C(C(=N1)N[C@@H](C)C1=CC=C(C=C1)F)N ((S)—N6-(5-cyclopropyl-1H-pyrazol-3-yl)-N2-(1-(4-fluorophenyl)ethyl)pyridine-2,3,6-triamine), N(=O)[O-].[Na+] (NaNO2). Solvent: C(C)(=O)O (acetic acid). Run at time 5 minute. Product: C1(CC1)C1=CC(=NN1)NC1=CC=C2C(=N1)N(N=N2)[C@@H](C)C2=CC=C(C=C2)F ((S)—N-(5-Cyclopropyl-1H-pyrazol-3-yl)-3-(1-(4-fluorophenyl)ethyl)-3H-[1,2,3]triazolo[4,5-b]pyridin-5-amine). Isolated yield 50.9%. RXN SMILES: [CH:1]1([C:4]2[NH:8][N:7]=[C:6]([NH:9][C:10]3[N:15]=[C:14]([NH:16][C@H:17]([C:19]4[CH:24]=[CH:23][C:22]([F:25])=[CH:21][CH:20]=4)[CH3:18])[C:13]([NH2:26])=[CH:12][CH:11]=3)[CH:5]=2)[CH2:3][CH2:2]1.[N:27]([O-])=O.[Na+]>C(O)(=O)C>[CH:1]1([C:4]2[NH:8][N:7]=[C:6]([NH:9][C:10]3[N:15]=[C:14]4[N:16]([C@H:17]([C:19]5[CH:20]=[CH:21][C:22]([F:25])=[CH:23][CH:24]=5)[CH3:18])[N:27]=[N:26][C:13]4=[CH:12][CH:11]=3)[CH:5]=2)[CH2:3][CH2:2]1 |f:1.2|. Procedure: To a solution of (S)—N6-(5-cyclopropyl-1H-pyrazol-3-yl)-N2-(1-(4-fluorophenyl)ethyl)pyridine-2,3,6-triamine (Method 9; 0.08 g, 0.2 mmol), in aqueous acetic acid (5%, 3 ml) was slowly added the aqueous NaNO2 (0.01 g, 0.2 mmol, 1 ml H2O) solution at 25° C. The reaction was allowed to stir for an additional 5 minutes, then quenched with water (10 ml), and extracted with DCM (3×25 ml). The combined organic was washed with saturated NaHCO3 (50 ml), dried, filtered, and concentrated. The resulting sol... RXN SMILES: [N+:1]([CH3:4])([O-:3])=[O:2].C[O-].[Na+].[Cl:8][C:9]1[CH:17]=[C:16]2[C:12](/[C:13](=[CH:19]/[CH2:20][C:21]([CH3:24])([CH3:23])[CH3:22])/[C:14](=[O:18])[NH:15]2)=[CH:11][CH:10]=1.C(O)(=O)C>CO>[Cl:8][C:9]1[CH:17]=[C:16]2[C:12]([CH:13]([CH:19]([CH2:4][N+:1]([O-:3])=[O:2])[CH2:20][C:21]([CH3:24])([CH3:23])[CH3:22])[C:14](=[O:18])[NH:15]2)=[CH:11][CH:10]=1 |f:1.2|. Yields the product ClC1=CC=C2C(C(NC2=C1)=O)C(CC(C)(C)C)C[N+](=O)[O-] (racemic 6-chloro-3-(3,3-dimethyl-1-nitromethyl-butyl)-1,3-dihydro-indol-2-one). Isolated yield 87.3%. Reactants: [N+](=O)([O-])C (nitromethane), C[O-].[Na+] (sodium methoxide), ClC1=CC=C2/C(/C(NC2=C1)=O)=C/CC(C)(C)C (Z-6-chloro-3-(3,3-dimethyl-butylidene)-1,3-dihydro-indol-2-one), C(C)(=O)O (acetic acid). Run at time 10 minute. Run in CO (methanol), CO (methanol). Procedure details: To a solution of nitromethane (Aldrich) (1.7 g, 27 mmol) in methanol (20 mL) was slowly added a methanolic solution (Aldrich, 25 wt. %) of sodium methoxide (5.9 g, 27 mmol). After the mixture was stirred at room temperature for 10 min, a solution of E/Z-6-chloro-3-(3,3-dimethyl-butylidene)-1,3-dihydro-indol-2-one (3.4 g, 14 mmol) in methanol (20 mL) was added. The reaction mixture was stirred at room temperature for 2 h, then acetic acid (2.5 g, 41 mmol) was added. The mixture was concentrated t... Starting materials: B (borane), OO (hydrogen peroxide), O (water), [OH-].[Na+] (sodium hydroxide), C(C=C)C1=C(O[Si](C)(C)C)C(=CC=C1)C (2-allyl-6 -methylphenoxytrimethylsilane). Run in O1CCCC1 (THF), O1CCCC1 (tetrahydrofuran). Reaction conditions: time 1 hour. Product: OCCCC1=C(C(=CC=C1)C)O (2-(3 hydroxypropyl)-6-methylphenol). Reaction SMILES: B.[OH2:2].[OH-].[Na+].OO.[CH2:7]([C:10]1[CH:20]=[CH:19][CH:18]=[C:17]([CH3:21])[C:11]=1[O:12][Si](C)(C)C)[CH:8]=[CH2:9]>O1CCCC1>[OH:2][CH2:9][CH2:8][CH2:7][C:10]1[CH:20]=[CH:19][CH:18]=[C:17]([CH3:21])[C:11]=1[OH:12] |f:2.3|. Procedure details: In dry tetrahydrofuran (abbreviated as THF) was dissolved 42.7 parts of the above-obtained 2-allyl-6 -methylphenoxytrimethylsilane in a nitrogen atmosphere. Thereto was added dropwise at 5° C. 86.2 parts of a 1 mol/l THF solution of a borane, and this mixture was allowed to react at 20° C. for 1 hour. To the resulting reaction mixture was added 15 parts of pure water, followed by 45 parts of 10% aqueous sodium hydroxide solution. Subsequently, 40 parts of 30% hydrogen peroxide was added dropwise... Reactants: O1CCCC1. Reagents/catalysts: ClC=1C=CN=C2C=3N=CC=C(Cl)C3C=CC12, O1B(OC(C)(C)C1(C)C)B2OC(C)(C)C(O2)(C)C. Run at temperature 100 celsius, time 48 hour. Yields the product O1B(OC(C)(C)C1(C)C)C2COCC2. Isolated yield 15.0%. The reactants are Cl.C1=NNCC12CCCC2 (2,3-Diaza-spiro[4.4]non-1-ene hydrochloride), C(C)(C)N(CC)C(C)C (diisopropylethylamine), C(C)N=C=S (Ethyl isothiocyanate). The solvent is CO (methanol), O (water). Reaction conditions: temperature 30 celsius, time 1 hour. Yields the product C(C)NC(=S)N1CC2(C=N1)CCCC2 (2,3-diaza-spiro[4.4]non-3-ene-2-carbothioic acid ethylamide). The yield is 82.9%. RXN SMILES: Cl.[CH:2]1[C:6]2([CH2:10][CH2:9][CH2:8][CH2:7]2)[CH2:5][NH:4][N:3]=1.[CH2:11]([N:13]=[C:14]=[S:15])[CH3:12].C(N(C(C)C)CC)(C)C>CO.O>[CH2:11]([NH:13][C:14]([N:3]1[N:4]=[CH:5][C:6]2([CH2:10][CH2:9][CH2:8][CH2:7]2)[CH2:2]1)=[S:15])[CH3:12] |f:0.1|. Reported procedure: 2,3-Diaza-spiro[4.4]non-1-ene hydrochloride (15.4 g, 95.9 mmol; isolated from reaction of 2,3-diaza-spiro[4.4]non-2-ene, synthesized as described in WO 2008/034863, with HCl in isopropanol/toluene) was taken up in a mixture of 70 mL methanol and 30 mL water. Ethyl isothiocyanate (10.09 g, 115.1 mmol) was added using an addition funnel, and the funnel was rinsed with 40 mL methanol. At 30° C., diisopropylethylamine (14.8 g, 114.5 mmol) was added dropwise over a period of 10 minutes, and the addit... Reactants: CCN(C(C)C)C(C)C, Cl, Cc1cnc(CN(CCCCN)Cc2ncccc2C(C)(C)O)c(C)c1, CN(C)C=O, N=C(N)c1cc[nH]n1. Product: Cc1cnc(CN(CCCCNC(=N)N)Cc2ncccc2C(C)(C)O)c(C)c1. RXN SMILES: [CH:36]([N:37]([CH2:38][CH3:39])[CH:40]([CH3:41])[CH3:42])([CH3:43])[CH3:44].[ClH:27].[NH2:1][CH2:2][CH2:3][CH2:4][CH2:5][N:6]([CH2:7][c:8]1[n:9][cH:10][c:11]([CH3:15])[cH:12][c:13]1[CH3:14])[CH2:16][c:17]1[n:18][cH:19][cH:20][cH:21][c:22]1[C:23]([CH3:24])([CH3:25])[OH:26].[O:45]=[CH:46][N:47]([CH3:48])[CH3:49].[nH:28]1[cH:29][cH:30][c:31]([C:33](=[NH:34])[NH2:35])[n:32]1>>[NH:1]([CH2:2][CH2:3][CH2:4][CH2:5][N:6]([CH2:7][c:8]1[n:9][cH:10][c:11]([CH3:15])[cH:12][c:13]1[CH3:14])[CH2:16][c:17]1[n:18][cH:19][cH:20][cH:21][c:22]1[C:23]([CH3:24])([CH3:25])[OH:26])[C:33](=[NH:34])[NH2:35]. Starting materials: O (water), COC(CN1C(C(C2=CC=CC=C12)=C(C)C1=CC=CC=C1)=O)=O ([2-Oxo-3-(1-phenyl-ethylidene)-2,3-dihydro-indol-1-yl]-acetic acid methyl ester), [OH-].[Li+] (lithium hydroxide). Solvent: C1(CC(C(CC1)C(C)C)O)C (menthol). Run at time 8 hour. The product is O=C1N(C2=CC=CC=C2C1=C(C)C1=CC=CC=C1)CC(=O)O ([2-oxo-3-(1-phenyl-ethylidene)-2,3-dihydro-indol-1-yl]-acetic acid). The yield is 23.4%. Reaction SMILES: C[O:2][C:3](=[O:23])[CH2:4][N:5]1[C:13]2[C:8](=[CH:9][CH:10]=[CH:11][CH:12]=2)[C:7](=[C:14]([C:16]2[CH:21]=[CH:20][CH:19]=[CH:18][CH:17]=2)[CH3:15])[C:6]1=[O:22].O.[OH-].[Li+]>C1(C)CCC(C(C)C)C(O)C1>[O:22]=[C:6]1[C:7](=[C:14]([C:16]2[CH:17]=[CH:18][CH:19]=[CH:20][CH:21]=2)[CH3:15])[C:8]2[C:13](=[CH:12][CH:11]=[CH:10][CH:9]=2)[N:5]1[CH2:4][C:3]([OH:23])=[O:2] |f:2.3|. Procedure details: [2-Oxo-3-(1-phenyl-ethylidene)-2,3-dihydro-indol-1-yl]-acetic acid methyl ester (50 mg, 0.16 mmol) was dissolved in menthol 1 ml; then 0.1 ml water was added. Finally, lithium hydroxide (10 mg) was added. The mixture was stirred overnight. The reaction was monitored by HPLC. When the reaction was finished, the solvent was removed under reduced pressure. The residue was dissolved in 2 ml DMF for prepared HPLC to give [2-oxo-3-(1-phenyl-ethylidene)-2,3-dihydro-indol-1-yl]-acetic acid as white powd...